This data is from the Open Reaction Database (ORD), a public repository of structured organic reaction records. The task is: describe an organic reaction: reactants, conditions, products, and yield Isolated yield 65.9%. Yields the product C(C)(=O)C1=C(C(=C(C#N)C(=C1)Cl)I)O (4-acetyl-6-chloro-3-hydroxy-2-iodobenzonitrile). Conditions: temperature 80 celsius. RXN SMILES: [C:1]([C:4]1[C:11]([OH:12])=[CH:10][C:7]([C:8]#[N:9])=[C:6]([Cl:13])[CH:5]=1)(=[O:3])[CH3:2].[I:14]N1C(=O)CCC1=O>C(O)(=O)C>[C:1]([C:4]1[CH:5]=[C:6]([Cl:13])[C:7]([C:8]#[N:9])=[C:10]([I:14])[C:11]=1[OH:12])(=[O:3])[CH3:2]. Reported procedure: The 4-acetyl-2-chloro-5-hydroxybenzonitrile (4.9 g, 25 mmol) was dissolved in acetic acid (61.2 mL), and the N-iodosuccinimide (6.8 g, 30 mmol) was added. The reaction was heated to 80° C. and, after heating for 18 hrs, the reaction was concentrated in vacuo to remove the acetic acid. The residue was taken up in ethyl acetate, washed with sodium bicarbonate water, brine, dried over magnesium sulfate and concentrated to give a dark oil. The crude product was purified by FCC on silica gel eluting ... Run in C(C)(=O)O (acetic acid). The reactants are C(C)(=O)C1=CC(=C(C#N)C=C1O)Cl (4-acetyl-2-chloro-5-hydroxybenzonitrile), IN1C(CCC1=O)=O (N-iodosuccinimide). The product is Cc1ccc(NC(=O)c2ccc(F)c(Cl)c2)cc1OCc1nn(C)c2ncnc(Cl)c12. RXN SMILES: [Br:26][CH2:27][c:28]1[n:29][n:30]([CH3:38])[c:31]2[n:32][cH:33][n:34][c:35]([Cl:37])[c:36]12.[C:20](=[O:21])([O-:22])[O-:23].[CH3:39][N:40]([CH3:41])[CH:42]=[O:43].[Cl:1][c:2]1[cH:3][c:4]([C:5](=[O:6])[NH:7][c:8]2[cH:9][c:10]([OH:15])[c:11]([CH3:14])[cH:12][cH:13]2)[cH:16][cH:17][c:18]1[F:19].[K+:24].[K+:25]>>[Cl:1][c:2]1[cH:3][c:4]([C:5](=[O:6])[NH:7][c:8]2[cH:9][c:10]([O:15][CH2:27][c:28]3[n:29][n:30]([CH3:38])[c:31]4[n:32][cH:33][n:34][c:35]([Cl:37])[c:36]34)[c:11]([CH3:14])[cH:12][cH:13]2)[cH:16][cH:17][c:18]1[F:19]. The reactants are Cn1nc(CBr)c2c(Cl)ncnc21, O=C([O-])[O-], CN(C)C=O, Cc1ccc(NC(=O)c2ccc(F)c(Cl)c2)cc1O, [K+], [K+]. Reactants: ClC=1C=CC2=C(N=C(C=3C(N2C)=CSC3)SC)C1 (7-chloro-4-methyl-10-(methylthio)-4H-thieno[3,4-b][1,5]benzodiazepine), CN1CCNCC1 (N-methylpiperazine), Cl(=O)(=O)(=O)O (perchloric acid). Reagents/catalysts: C(C)(=O)O (acetic acid). Run in O (water). Yields the product Cl(=O)(=O)(=O)O.Cl(=O)(=O)(=O)O.ClC=1C=CC2=C(N=C(C=3C(N2C)=CSC3)N3CCN(CC3)C)C1 (7-Chloro-4-methyl-10-(4-methyl-1-piperazinyl)-4H-thieno[3,4-b][1,5]benzodiazepine diperchlorate). RXN SMILES: [Cl:1][C:2]1[CH:3]=[CH:4][C:5]2[N:11]([CH3:12])[C:10]3=[CH:13][S:14][CH:15]=[C:9]3[C:8](SC)=[N:7][C:6]=2[CH:18]=1.[CH3:19][N:20]1[CH2:25][CH2:24][NH:23][CH2:22][CH2:21]1.[Cl:26]([OH:30])(=[O:29])(=[O:28])=[O:27]>C(O)(=O)C.O>[Cl:26]([OH:30])(=[O:29])(=[O:28])=[O:27].[Cl:26]([OH:30])(=[O:29])(=[O:28])=[O:27].[Cl:1][C:2]1[CH:3]=[CH:4][C:5]2[N:11]([CH3:12])[C:10]3=[CH:13][S:14][CH:15]=[C:9]3[C:8]([N:23]3[CH2:24][CH2:25][N:20]([CH3:19])[CH2:21][CH2:22]3)=[N:7][C:6]=2[CH:18]=1 |f:5.6.7|. Procedure: A solution of 0.7 g. of 7-chloro-4-methyl-10-(methylthio)-4H-thieno[3,4-b][1,5]benzodiazepine in 3.5 ml. of N-methylpiperazine is treated with 1-2 drops of glacial acetic acid and heated under reflux for 4 days. The solution is concentrated to dryness and the residue is warmed with dilute acetic acid. The acidic solution is filtered, cooled and made alkaline with concentrated ammonium hydroxide. The sticky precipitate is collected and dissolved in chloroform. The dried chloroform solution is con... The reactants are CC(C)(C)Oc1cncc(Cl)n1, C=C[Sn](CCCC)(CCCC)CCCC, CCOC(C)=O, CN(C)C=O, Cl[Pd]Cl, c1ccc(P(c2ccccc2)c2ccccc2)cc1, c1ccc(P(c2ccccc2)c2ccccc2)cc1. Yields the product C=Cc1cncc(OC(C)(C)C)n1. As a reaction SMILES: [C:1]([CH3:2])([CH3:3])([CH3:4])[O:5][c:6]1[n:7][c:8]([Cl:12])[cH:9][n:10][cH:11]1.[CH2:13]([CH2:14][CH2:26][CH3:27])[Sn:15]([CH2:16][CH2:17][CH2:18][CH3:19])([CH2:20][CH2:21][CH2:22][CH3:23])[CH:24]=[CH2:25].[CH3:28][CH2:29][O:30][C:31](=[O:32])[CH3:33].[CH3:34][N:35]([CH3:36])[CH:37]=[O:38].[Pd:39]([Cl:40])[Cl:41].[c:42]1([P:43]([c:44]2[cH:45][cH:46][cH:47][cH:48][cH:49]2)[c:50]2[cH:51][cH:52][cH:53][cH:54][cH:55]2)[cH:56][cH:57][cH:58][cH:59][cH:60]1.[c:61]1([P:62]([c:63]2[cH:64][cH:65][cH:66][cH:67][cH:68]2)[c:69]2[cH:70][cH:71][cH:72][cH:73][cH:74]2)[cH:75][cH:76][cH:77][cH:78][cH:79]1>>[C:1]([CH3:2])([CH3:3])([CH3:4])[O:5][c:6]1[n:7][c:8]([CH:13]=[CH2:14])[cH:9][n:10][cH:11]1. The reactants are C(C)(C)(C)OC(=O)N(C(OC(C)(C)C)=O)C1=N[C@](CS(C1(C)C)(=O)=O)(C)C1=C(C=CC(=C1)[N+](=O)[O-])F (tert-butyl N-tert-butoxycarbonyl-N-[(3R)-3-(2-fluoro-5-nitro-phenyl)-3,6,6-trimethyl-1,1-dioxo-2H-1,4-thiazin-5-yl]carbamate), O1C[C@H]1C ((r)-(+)-1,2-epoxypropane), crude mixture, [NH4+].[Cl-] (NH4Cl), [Li+].C[Si](C)(C)[N-][Si](C)(C)C (LHMDS), solution. Solvent: C1CCOC1 (THF), CC(C)(C)O (tBuOH), C1CCOC1 (THF), CC(C)([O-])C.[K+] (potassium tert-butoxide). Conditions: temperature -78 celsius, time 0 minute. The product is CC1(C(=N[C@]2([C@H](S1(=O)=O)C[C@H](OC1=C2C=C(C=C1)[N+](=O)[O-])C)C)NC(OC(C)(C)C)=O)C (tert-butyl ((4aR,6R,11bR)-3,3,6,11b-tetramethyl-10-nitro-4,4-dioxido-4a,5,6,11b-tetrahydro-3H-benzo[6,7]oxepino[4,5-b][1,4]thiazin-2-yl)carbamate), CC1(C(=N[C@]2([C@@H](S1(=O)=O)C[C@H](OC1=C2C=C(C=C1)[N+](=O)[O-])C)C)NC(OC(C)(C)C)=O)C (tert-butyl ((4aS,6R,11bR)-3,3,6,11b-tetramethyl-10-nitro-4,4-dioxido-4a,5,6,11b-tetrahydro-3H-benzo[6,7]oxepino[4,5-b][1,4]thiazin-2-yl)carbamate). Isolated yield 15.3%. As a reaction SMILES: [C:1]([O:5][C:6]([N:8]([C:16]1[C:21]([CH3:23])([CH3:22])[S:20](=[O:25])(=[O:24])[CH2:19][C@:18]([C:27]2[CH:32]=[C:31]([N+:33]([O-:35])=[O:34])[CH:30]=[CH:29][C:28]=2F)([CH3:26])[N:17]=1)C(=O)OC(C)(C)C)=[O:7])([CH3:4])([CH3:3])[CH3:2].[Li+].C[Si]([N-][Si](C)(C)C)(C)C.[O:47]1[C@H:49]([CH3:50])[CH2:48]1.[NH4+].[Cl-]>CC(O)(C)C.CC(C)([O-])C.[K+].C1COCC1>[CH3:23][C:21]1([CH3:22])[S:20](=[O:25])(=[O:24])[C@@H:19]2[CH2:48][C@@H:49]([CH3:50])[O:47][C:28]3[CH:29]=[CH:30][C:31]([N+:33]([O-:35])=[O:34])=[CH:32][C:27]=3[C@@:18]2([CH3:26])[N:17]=[C:16]1[NH:8][C:6](=[O:7])[O:5][C:1]([CH3:3])([CH3:4])[CH3:2].[CH3:23][C:21]1([CH3:22])[S:20](=[O:25])(=[O:24])[C@H:19]2[CH2:48][C@@H:49]([CH3:50])[O:47][C:28]3[CH:29]=[CH:30][C:31]([N+:33]([O-:35])=[O:34])=[CH:32][C:27]=3[C@@:18]2([CH3:26])[N:17]=[C:16]1[NH:8][C:6](=[O:7])[O:5][C:1]([CH3:3])([CH3:4])[CH3:2] |f:1.2,4.5,7.8|. Reported procedure: To a dry flask was added tert-butyl N-tert-butoxycarbonyl-N-[(3R)-3-(2-fluoro-5-nitro-phenyl)-3,6,6-trimethyl-1,1-dioxo-2H-1,4-thiazin-5-yl]carbamate (200 mg, 0.378 mmol) and dry THF (2.5 ml). The reaction mixture was cooled to −78° C. and LHMDS (1 M in THF; 0.94 ml, 0.944 mmol) was added. The mixture was stirred fort 0 min and then (r)-(+)-1,2-epoxypropane (53 μl, 0.755 mmol) was added. The reaction mixture was stirred for 1 hr at −78° C. and then dry ice/acetone bath was removed. The mixture w...